From a dataset of the Open Reaction Database (ORD), a public repository of structured organic reaction records. describe an organic reaction: reactants, conditions, products, and yield Reactants: ice, CCOCC (ether), C(C1=CC=CC=C1)Br (benzyl bromide), C(#N)C1CCNCC1 (4-cyanopiperidine), C1CCOC1 (THF), solution, C(C)(C)[N-]C(C)C.[Li+] (lithium diisopropylamide). Run in C1CCCCC1 (cyclohexane). Reaction conditions: temperature -50 celsius, time 30 minute. The product is C(C1=CC=CC=C1)N1CCC(CC1)(C#N)CC1=CC=CC=C1 (1,4-Dibenzyl-4-cyanopiperidine). RXN SMILES: [C:1]([CH:3]1[CH2:8][CH2:7][NH:6][CH2:5][CH2:4]1)#[N:2].[CH:9]([N-]C(C)C)([CH3:11])[CH3:10].[Li+].[CH2:17](Br)[C:18]1[CH:23]=[CH:22][CH:21]=[CH:20][CH:19]=1.CCOCC.[CH2:30]1[CH2:34]O[CH2:32][CH2:31]1>C1CCCCC1>[CH2:17]([N:6]1[CH2:7][CH2:8][C:3]([CH2:32][C:31]2[CH:11]=[CH:9][CH:10]=[CH:34][CH:30]=2)([C:1]#[N:2])[CH2:4][CH2:5]1)[C:18]1[CH:23]=[CH:22][CH:21]=[CH:20][CH:19]=1 |f:1.2|. Reported procedure: A solution of 15 g of 4-cyanopiperidine in 250 ml of THF is cooled to -50° C., 190 ml of a 1.5M solution of lithium diisopropylamide in cyclohexane are added dropwise and the mixture is stirred for 30 minutes at -50° C. 34 ml of benzyl bromide are then added and the mixture is stirred for 3 hours after the temperature has been allowed to rise to RT. The reaction mixture is poured into an ice/concentrated HCl mixture, ether is added and the precipitate formed is filtered off and washed with water... The reactants are BrC=1C=C(C=2C(=CN(C2C1)C(C)C)C)C(=O)OC (methyl 6-bromo-3-methyl-1-(1-methylethyl)-1H-indole-4-carboxylate), CS(=O)O (methanesulfinic acid), CNCCNC (N,N′-dimethyl-1,2-ethanediamine). Solvent: CS(=O)C (DMSO). Run at temperature 165 celsius. Yields the product C(C)(C)N1C=C(C=2C(=CC(=CC12)S(=O)(=O)C)C(=O)O)C (1-Isopropyl-3-methyl-6-(methylsulfonyl)-1H-indole-4-carboxylic acid). The yield is 25.3%. Reaction SMILES: Br[C:2]1[CH:3]=[C:4]([C:15]([O:17]C)=[O:16])[C:5]2[C:6]([CH3:14])=[CH:7][N:8]([CH:11]([CH3:13])[CH3:12])[C:9]=2[CH:10]=1.[CH3:19][S:20]([OH:22])=[O:21].CNCCNC>CS(C)=O>[CH:11]([N:8]1[C:9]2[CH:10]=[C:2]([S:20]([CH3:19])(=[O:22])=[O:21])[CH:3]=[C:4]([C:15]([OH:17])=[O:16])[C:5]=2[C:6]([CH3:14])=[CH:7]1)([CH3:13])[CH3:12]. Procedure: To a 30-mL microwave tube were added methyl 6-bromo-3-methyl-1-(1-methylethyl)-1H-indole-4-carboxylate (490 mg, 1.580 mmol), methanesulfinic acid (212 mg, 2.054 mmol), DMSO (7 mL), N,N′-dimethyl-1,2-ethanediamine (18.10 mg, 0.205 mmol), and the mixture was degassed for 5 min by bubbling N2. Copper(I) trifluoromethanesulfonate benzene complex (63.6 mg, 0.126 mmol) was added and the tube was sealed. The mixture was heated at 165° C. overnight with stirring. The mixture was allowed to cool, filtere... Starting materials: CCOC(OCC)OCC, [O-]C([O-])[O-], O=C1Cc2ccccc2N1c1cccc(Cl)c1. Yields the product CCOC=C1C(=O)N(c2cccc(Cl)c2)c2ccccc21. RXN SMILES: [CH:18]([O:19][CH2:20][CH3:21])([O:22][CH2:23][CH3:24])[O:25][CH2:26][CH3:27].[CH:28]([O-:29])([O-:30])[O-:31].[Cl:1][c:2]1[cH:3][c:4]([N:8]2[C:9](=[O:17])[CH2:10][c:11]3[cH:12][cH:13][cH:14][cH:15][c:16]32)[cH:5][cH:6][cH:7]1>>[Cl:1][c:2]1[cH:3][c:4]([N:8]2[C:9](=[O:17])[C:10](=[CH:18][O:19][CH2:20][CH3:21])[c:11]3[cH:12][cH:13][cH:14][cH:15][c:16]32)[cH:5][cH:6][cH:7]1. Reactants: C(C)(=O)O[C@H]1[C@@H](O[C@@H]([C@H]1OC(C)=O)COC(C)=O)N1C=NC=2C(N[C@@H](CSC=3SC4=C(N3)C=CC(=C4)OCC)C)=NC(=NC12)Cl (2',3',5'-tri-O-acetyl-2-chloro-N-[(R)-1-(6-ethoxy-2-benzothiazolyl)thio-2-propyl]adenosine), C[O-].[Na+] (sodium methoxide). Solvent: CO (methanol). Yields the product C(C)(=O)OC[C@@H]1[C@H]([C@H]([C@@H](O1)N1C=NC=2C(N[C@@H](CSC=3SC4=C(N3)C=CC(=C4)OCC)C)=NC(=NC12)Cl)O)O (5'-O-acetyl-N-[(R)-1-(6ethoxy2-benzothiazolyl)thio-2-propyl]-2-chloroadenosine). The yield is 18.0%. As a reaction SMILES: C([O:4][C@@H:5]1[C@H:9]([O:10]C(=O)C)[C@@H:8]([CH2:14][O:15][C:16](=[O:18])[CH3:17])[O:7][C@H:6]1[N:19]1[C:44]2[N:43]=[C:42]([Cl:45])[N:41]=[C:23]([NH:24][C@H:25]([CH3:40])[CH2:26][S:27][C:28]3[S:29][C:30]4[CH:36]=[C:35]([O:37][CH2:38][CH3:39])[CH:34]=[CH:33][C:31]=4[N:32]=3)[C:22]=2[N:21]=[CH:20]1)(=O)C.C[O-].[Na+]>CO>[C:16]([O:15][CH2:14][C@H:8]1[O:7][C@@H:6]([N:19]2[C:44]3[N:43]=[C:42]([Cl:45])[N:41]=[C:23]([NH:24][C@H:25]([CH3:40])[CH2:26][S:27][C:28]4[S:29][C:30]5[CH:36]=[C:35]([O:37][CH2:38][CH3:39])[CH:34]=[CH:33][C:31]=5[N:32]=4)[C:22]=3[N:21]=[CH:20]2)[C@H:5]([OH:4])[C@@H:9]1[OH:10])(=[O:18])[CH3:17] |f:1.2|. Procedure details: Partial deacylation of the purified 2',3',5'-tri-O-acetyl-2-chloro-N-[(R)-1-(6-ethoxy-2-benzothiazolyl)thio-2-propyl]adenosine (described in Example 19) using sodium methoxide in methanol provided the title 5'-O-acetyl-N-[(R)-1-(6ethoxy2-benzothiazolyl)thio-2-propyl]-2-chloroadenosine (0.070 g, 18%) as a foam (following column chromatography), 1H NMR (DMSO-d6) δ 1.34-1.41 (6H, m, --CH2CH3 and --CHCH3), 2.03 (3H, s, --COCH3), 4.60 (1H, q, H-2'), 4.68 (1H, m, -CHCH3), 5.42, 5.62 (2H, 2d, 2'- and 3... The reactants are CCC(C)=O, ClCCOc1ccc(C2=C(c3ccccc3)CCCc3ccccc32)cc1, [I-], [Na+], O. Yields the product ICCOc1ccc(C2=C(c3ccccc3)CCCc3ccccc32)cc1. As a reaction SMILES: [CH2:31]([C:32]([CH3:33])=[O:34])[CH3:35].[Cl:1][CH2:2][CH2:3][O:4][c:5]1[cH:6][cH:7][c:8]([C:11]2=[C:12]([c:22]3[cH:23][cH:24][cH:25][cH:26][cH:27]3)[CH2:13][CH2:14][CH2:15][c:16]3[c:17]2[cH:18][cH:19][cH:20][cH:21]3)[cH:9][cH:10]1.[I-:29].[Na+:28].[OH2:30]>>[CH2:2]([CH2:3][O:4][c:5]1[cH:6][cH:7][c:8]([C:11]2=[C:12]([c:22]3[cH:23][cH:24][cH:25][cH:26][cH:27]3)[CH2:13][CH2:14][CH2:15][c:16]3[c:17]2[cH:18][cH:19][cH:20][cH:21]3)[cH:9][cH:10]1)[I:29]. Reactants: C(C1=CC=CC=C1)N1CCC(CC1)(O)CNC(OC(C)(C)C)=O (tert-Butyl (1-benzyl-4-hydroxypiperidin-4-yl)methylcarbamate), O.NN (hydrazine monohydrate). The reagents and catalysts are [C].[Pd] (palladium-carbon). The solvent is C(C)O (ethanol). The product is OC1(CCNCC1)CNC(OC(C)(C)C)=O (tert-Butyl (4-hydroxypiperidin-4-yl)methylcarbamate). Yield: 104.3%. As a reaction SMILES: C([N:8]1[CH2:13][CH2:12][C:11]([CH2:15][NH:16][C:17](=[O:23])[O:18][C:19]([CH3:22])([CH3:21])[CH3:20])([OH:14])[CH2:10][CH2:9]1)C1C=CC=CC=1.O.NN>C(O)C.[C].[Pd]>[OH:14][C:11]1([CH2:15][NH:16][C:17](=[O:23])[O:18][C:19]([CH3:21])([CH3:20])[CH3:22])[CH2:12][CH2:13][NH:8][CH2:9][CH2:10]1 |f:1.2,4.5|. Reported procedure: A solution the compound prepared in Example 250 (0.68 g) in ethanol (11 mL) was treated with hydrazine monohydrate (0.208 mL), followed by 10% palladium-carbon (0.238 g). The mixture was refluxed for 18 hours. After allowing mixture to cool to room temperature, the catalyst was filtered off and washed with methanol. The filtrate was evaporated in vacuo to obtain the title compound (0.510 g) having the following physical data. Reaction SMILES: Br[C:2]1[O:6][C:5]([C:7]([OH:9])=[O:8])=[CH:4][CH:3]=1.[CH2:10]([OH:28])[CH2:11][CH2:12][CH2:13][CH2:14][CH2:15][CH2:16][CH2:17][CH:18]=[CH:19][CH2:20][CH:21]=[CH:22][CH2:23][CH:24]=[CH:25][CH2:26][CH3:27].CC(C)([O-])C.[K+].C(O)(C)(C)C>C1(C)C=CC=CC=1>[CH2:10]([O:28][C:2]1[O:6][C:5]([C:7]([OH:9])=[O:8])=[CH:4][CH:3]=1)[CH2:11][CH2:12][CH2:13][CH2:14][CH2:15][CH2:16][CH2:17][CH:18]=[CH:19][CH2:20][CH:21]=[CH:22][CH2:23][CH:24]=[CH:25][CH2:26][CH3:27] |f:2.3|. Yields the product C(CCCCCCCC=CCC=CCC=CCC)OC1=CC=C(O1)C(=O)O (5-(9,12,15-octadecatrien-1-yloxy)-2-furoic acid). The reactants are C(C)(C)(C)O (tert-butanol), BrC1=CC=C(O1)C(=O)O (5-bromo-2-furoic acid), C(CCCCCCCC=CCC=CCC=CCC)O (9,12,15-octadecatrienol), CC(C)([O-])C.[K+] (potassium tert-butoxide). Conditions: temperature 110 celsius. Solvent: C1(=CC=CC=C1)C (toluene). Reported procedure: A mixture of 57.0 g (0.300 mole) of 5-bromo-2-furoic acid, 119.0 g (0.450 mole) of 9,12,15-octadecatrienol, and 84 g (0.750 mole) of potassium tert-butoxide in dry toluene is stirred with heating. The tert-butanol formed in the reaction is allowed to distill off, and the mixture is refluxed at 110° C. with stirring for 48 hours. The mixture is allowed to cool, then is acidified with acetic acid and diluted with ice-water. The toluene organic layer is separated, washed with water, then extracted ... The reactants are FC1=C(C=CC(=C1)F)C=1N=C2N(C1C=1C=CC=3N(N1)C(=NN3)C(=O)OCC)CCC2 (ethyl 6-(2-(2,4-difluorophenyl)-6,7-dihydro-5H-pyrrolo[1,2-a]imidazol-3-yl)-[1,2,4]triazolo[4,3-b]pyridazine-3-carboxylate), C1CCOC1 (THF), C[Mg]Cl (methylmagnesium chloride). Run in O (water), C(Cl)Cl (DCM), [Cl-].[NH4+] (ammonium chloride), [Cl-].[NH4+] (ammonium chloride). Reaction conditions: time 15 minute. Product: FC1=C(C=CC(=C1)F)C=1N=C2N(C1C=1C=CC=3N(N1)C(=NN3)C(C)=O)CCC2 (1-(6-(2-(2,4-difluorophenyl)-6,7-dihydro-5H-pyrrolo[1,2-a]imidazol-3-yl)-[1,2,4]triazolo[4,3-b]pyridazin-3-yl)ethanone). Yield: 97.0%. RXN SMILES: [F:1][C:2]1[CH:7]=[C:6]([F:8])[CH:5]=[CH:4][C:3]=1[C:9]1[N:10]=[C:11]2[CH2:30][CH2:29][CH2:28][N:12]2[C:13]=1[C:14]1[CH:15]=[CH:16][C:17]2[N:18]([C:20]([C:23]([O:25]CC)=O)=[N:21][N:22]=2)[N:19]=1.[CH2:31]1COCC1.C[Mg]Cl>O.C(Cl)Cl.[Cl-].[NH4+]>[F:1][C:2]1[CH:7]=[C:6]([F:8])[CH:5]=[CH:4][C:3]=1[C:9]1[N:10]=[C:11]2[CH2:30][CH2:29][CH2:28][N:12]2[C:13]=1[C:14]1[CH:15]=[CH:16][C:17]2[N:18]([C:20]([C:23](=[O:25])[CH3:31])=[N:21][N:22]=2)[N:19]=1 |f:5.6|. Reported procedure: A 100 mL round bottom flask was charged with ethyl 6-(2-(2,4-difluorophenyl)-6,7-dihydro-5H-pyrrolo[1,2-a]imidazol-3-yl)-[1,2,4]triazolo[4,3-b]pyridazine-3-carboxylate (3.04 g, 7.41 mmol). THF (37.0 mL) was added and the mixture was stirred at ambient temperature for about 15 min. The slurry was cooled to about −40° C. and a solution of methylmagnesium chloride (3 M in THF, 9.88 mL, 29.6 mmol) was added slowly while keeping the internal temperature between about −30° C. and −40° C. After about 1... Starting materials: O (water), C1=CC=CC=2NCC3=C(CC21)C=CC=C3 (6,11-dihydro-5H-dibenz[b,e]azepine), C=1(C(=CC=CC1)C(=O)NC1=CC=C(C(=O)Cl)C=C1)C1=CC=CC=C1 (4-[([1,1'-biphenyl]-2-carbonyl)amino]benzoyl chloride), C(C)(C)N(C(C)C)CC (N,N-diisopropylethylamine). Solvent: CCCCCC.C(C)(=O)OCC (hexane ethyl acetate), ClCCl (dichloromethane). Reaction conditions: time 3 hour. Yields the product C1=CC=CC=2N(CC3=C(CC21)C=CC=C3)C(=O)C3=CC=C(C=C3)NC(=O)C=3C(=CC=CC3)C3=CC=CC=C3 (N-[4-[(6,11-Dihydro-5H-dibenz[b,e]azepin-5-yl)carbonyl]-phenyl][1,1'-biphenyl]-2-carboxamide). The yield is 33.4%. RXN SMILES: [CH:1]1[C:11]2[CH2:10][C:9]3[CH:12]=[CH:13][CH:14]=[CH:15][C:8]=3[CH2:7][NH:6][C:5]=2[CH:4]=[CH:3][CH:2]=1.[C:16]1([C:34]2[CH:39]=[CH:38][CH:37]=[CH:36][CH:35]=2)[C:17]([C:22]([NH:24][C:25]2[CH:33]=[CH:32][C:28]([C:29](Cl)=[O:30])=[CH:27][CH:26]=2)=[O:23])=[CH:18][CH:19]=[CH:20][CH:21]=1.C(N(CC)C(C)C)(C)C.O>ClCCl.CCCCCC.C(OCC)(=O)C>[CH:1]1[C:11]2[CH2:10][C:9]3[CH:12]=[CH:13][CH:14]=[CH:15][C:8]=3[CH2:7][N:6]([C:29]([C:28]3[CH:27]=[CH:26][C:25]([NH:24][C:22]([C:17]4[C:16]([C:34]5[CH:39]=[CH:38][CH:37]=[CH:36][CH:35]=5)=[CH:21][CH:20]=[CH:19][CH:18]=4)=[O:23])=[CH:33][CH:32]=3)=[O:30])[C:5]=2[CH:4]=[CH:3][CH:2]=1 |f:5.6|. Procedure: A mixture of 6,11-dihydro-5H-dibenz[b,e]azepine (0.195 g), 4-[([1,1'-biphenyl]-2-carbonyl)amino]benzoyl chloride (0.41 g) and 0.155 g of N,N-diisopropylethylamine in 12 ml of dichloromethane is stirred at room temperature for 3 hours. The mixture is poured into water and extracted with dichloromethane. The extract is washed with H2O, saturated NaHCO3, H2O, brine and dried (Na2SO4). The solution is filtered through a thin pad of hydrous magnesium silicate and the filter pad washed with dichlorome... Reactants: [Si](C1=CC=CC=C1)(C1=CC=CC=C1)(C(C)(C)C)OCC1(CCC(O1)=O)COC(CCCCCCCCCCCCC)=O (5-[(tert-Butyldiphenylsilyloxy)methyl]-5-[(tetradecanoyloxy)methyl]-tetrahydro-2-furanone), n-tetrabutylammonium fluoride. Solvent: C1CCOC1 (THF), C1CCOC1 (THF). Product: C(CCCCCCCCCCCCC)(=O)OCC1(CCC(O1)=O)CO (5-[(tetradecanoyloxy)methyl]-5-hydroxymethyl-tetrahydro-2-furanone). Yield: 71.5%. As a reaction SMILES: [Si]([O:18][CH2:19][C:20]1([CH2:26][O:27][C:28](=[O:42])[CH2:29][CH2:30][CH2:31][CH2:32][CH2:33][CH2:34][CH2:35][CH2:36][CH2:37][CH2:38][CH2:39][CH2:40][CH3:41])[O:24][C:23](=[O:25])[CH2:22][CH2:21]1)(C(C)(C)C)(C1C=CC=CC=1)C1C=CC=CC=1>C1COCC1>[C:28]([O:27][CH2:26][C:20]1([CH2:19][OH:18])[O:24][C:23](=[O:25])[CH2:22][CH2:21]1)(=[O:42])[CH2:29][CH2:30][CH2:31][CH2:32][CH2:33][CH2:34][CH2:35][CH2:36][CH2:37][CH2:38][CH2:39][CH2:40][CH3:41]. Procedure: A solution of 3d (0.118 g, 0.2 mmol) in THF (3 mL) at room temperature was stirred with a solution of n-tetrabutylammonium fluoride in THF (1M, 0.3 mL) for 40 min. The solution was evaporated under vacuum, dissolved in EtOAc (20 mL), dried (Na2SO4) and concentrated. The residue obtained was purified by flash column chromatography over silica gel using hexane:EtOAc (7:3) as eluant to give 3e (0.051 g, 72%) as a white solid; mp 65°-66° C. (EtOAc/hexane); IR (KBr) 3448.1, 1763.2, 1728.1 cm-1 ; 1H N...